The task is: describe an organic reaction: reactants, conditions, products, and yield. This data is from the Open Reaction Database (ORD), a public repository of structured organic reaction records. Reactants: [Br-], BrCCBr, COC(=O)Cc1ccccc1C#N, CCCC[N+](CCCC)(CCCC)CCCC, Cc1ccccc1, [Na+], [OH-], O. Product: COC(=O)C1(c2ccccc2C#N)CC1. RXN SMILES: [Br-:27].[Br:1][CH2:2][CH2:3][Br:4].[C:14](#[N:15])[c:16]1[c:17]([CH2:22][C:23](=[O:24])[O:25][CH3:26])[cH:18][cH:19][cH:20][cH:21]1.[CH2:28]([N+:29]([CH2:30][CH2:31][CH2:32][CH3:33])([CH2:34][CH2:35][CH2:36][CH3:37])[CH2:38][CH2:39][CH2:40][CH3:41])[CH2:42][CH2:43][CH3:44].[CH3:7][c:8]1[cH:9][cH:10][cH:11][cH:12][cH:13]1.[Na+:6].[OH-:5].[OH2:45]>>[CH2:2]1[CH2:3][C:22]1([c:17]1[c:16]([C:14]#[N:15])[cH:21][cH:20][cH:19][cH:18]1)[C:23](=[O:24])[O:25][CH3:26]. Starting materials: ClC1=CC=C2C(=C1)NC(C21C(NC(CC1CC(C)(C)C)=O)C1=CC(=CC=C1)Cl)=O (racemic (2′S,3S,4′S)-6-chloro-2′-(3-chlorophenyl)-4′-(2,2-dimethylpropyl)spiro[3H-indole-3,3′-piperidine]-2,6′(1H)-dione), C(C)OC(=O)N1C(\C(\C2=CC=C(C=C12)Cl)=C/C1=CC=CC=C1)=O (Z-3-benzylidene-6-chloro-2-oxo-2,3-dihydro-indole-1-carboxylic acid ethyl ester), [OH-].[Na+] (NaOH), CO (methanol). Run in C1(=CC=CC=C1)C (toluene). Reaction conditions: temperature 140 celsius, time 1 hour. The product is ClC1=CC=C2C(=C1)NC(C21C(NC(CC1C1=CC=CC=C1)=O)C1=CC(=CC=C1)Cl)=O (racemic (2′S,3S,4′R)-6-chloro-2′-(3-chlorophenyl)-4′-phenylspiro[3H-indole-3,3′-piperidine]-2,6′(1H)-dione). The yield is 100.0%. RXN SMILES: ClC1C=C2NC(=O)C3(C(CC(C)(C)C)[CH2:14][C:13](=[O:21])[NH:12][CH:11]3[C:22]3[CH:27]=[CH:26][CH:25]=[C:24]([Cl:28])[CH:23]=3)C2=CC=1.C(OC([N:35]1[C:43]2[C:38](=[CH:39][CH:40]=[C:41]([Cl:44])[CH:42]=2)/[C:37](=[CH:45]/[C:46]2[CH:51]=[CH:50][CH:49]=[CH:48][CH:47]=2)/[C:36]1=[O:52])=O)C.CO.[OH-].[Na+]>C1(C)C=CC=CC=1>[Cl:44][C:41]1[CH:42]=[C:43]2[NH:35][C:36](=[O:52])[C:37]3([CH:45]([C:46]4[CH:47]=[CH:48][CH:49]=[CH:50][CH:51]=4)[CH2:14][C:13](=[O:21])[NH:12][CH:11]3[C:22]3[CH:27]=[CH:26][CH:25]=[C:24]([Cl:28])[CH:23]=3)[C:38]2=[CH:39][CH:40]=1 |f:3.4|. Reported procedure: To a solution of 1-(3-chlorophenyl)-3-trimethylsilyoxy-2-aza-1,3-butadiene prepared in example 1c in toluene (30 mL) was added E/Z-3-benzylidene-6-chloro-2-oxo-2,3-dihydro-indole-1-carboxylic acid ethyl ester prepared in Example 12b (0.4 g, 1.22 mmol). The reaction mixture was stirred under nitrogen in a sealed tube at 140° C. for 1 h. After the solution was cooled to room temperature, methanol (40 mL) was added. The reaction mixture was filtered through a short pad of celite gel and washed with... Starting materials: CN(C)C=O, N#Cc1ccccc1F, [H-], [I-], [Na+], O, O=c1[nH]cc(-c2ccccc2)cc1-c1ccccn1. Yields the product N#Cc1ccccc1-n1cc(-c2ccccc2)cc(-c2ccccn2)c1=O. As a reaction SMILES: [CH3:33][N:34]([CH3:35])[CH:36]=[O:37].[F:22][c:23]1[c:24]([C:25]#[N:26])[cH:27][cH:28][cH:29][cH:30]1.[H-:20].[I-:31].[Na+:21].[OH2:32].[n:1]1[c:2](-[c:7]2[c:8](=[O:19])[nH:9][cH:10][c:11](-[c:13]3[cH:14][cH:15][cH:16][cH:17][cH:18]3)[cH:12]2)[cH:3][cH:4][cH:5][cH:6]1>>[n:1]1[c:2](-[c:7]2[c:8](=[O:19])[n:9](-[c:23]3[c:24]([C:25]#[N:26])[cH:27][cH:28][cH:29][cH:30]3)[cH:10][c:11](-[c:13]3[cH:14][cH:15][cH:16][cH:17][cH:18]3)[cH:12]2)[cH:3][cH:4][cH:5][cH:6]1. The reactants are [Cl-].[Na+] (sodium chloride), [OH-].[Na+] (sodium hydroxide), P(O)(O)(O)=O (phosphoric acid), [Mn](=O)(=O)(=O)[O-] (permanganate), CC1([C@@H](N2[C@H](S1)C(C2=O)(Br)Br)C(=O)O)C (6,6-dibromopenicillanic acid), Cl (hydrochloric acid), S([O-])(O)=O.[Na+] (sodium bisulfite), S([O-])(O)=O.[Na+] (sodium bisulfite), [Mn](=O)(=O)(=O)[O-].[K+] (potassium permanganate), Cl (hydrochloric acid). Run in O (water), O (water), ClCCl (dichloromethane), C(C)(=O)OCC (ethyl acetate). Conditions: time 50 minute. Product: CC1([C@@H](N2[C@H](S1(=O)=O)C(C2=O)(Br)Br)C(=O)O)C (6,6-dibromopenicillanic acid 1,1-dioxide). Reaction SMILES: [CH3:1][C:2]1([CH3:15])S[C@@H:5]2[C:7]([Br:11])([Br:10])[C:8](=[O:9])[N:4]2[C@H:3]1[C:12]([OH:14])=[O:13].[OH-].[Na+].[Mn]([O-])(=O)(=O)=O.[K+].P(=O)(O)(O)O.[Mn]([O-])(=O)(=O)=O.Cl.[S:35](=[O:38])(O)[O-:36].[Na+].[Cl-].[Na+]>C(OCC)(=O)C.O.ClCCl>[CH3:1][C:2]1([CH3:15])[S:35](=[O:38])(=[O:36])[C@@H:5]2[C:7]([Br:10])([Br:11])[C:8](=[O:9])[N:4]2[C@H:3]1[C:12]([OH:14])=[O:13] |f:1.2,3.4,8.9,10.11|. Procedure details: To the dichloromethane solution of 6,6-dibromopenicillanic acid from Preparation J was added 300 ml. of water, followed by the dropwise addition over a period of 30 minutes of 3N sodium hydroxide. The pH stabilized at 7.0. The aqueous layer was removed and the organic layer was extracted with water (2×100 ml.). To the combined aqueous solutions was added, at -5° C., a premixed solution prepared from 59.25 g. of potassium permanganate, 18 ml. of concentrated phosphoric acid and 600 ml. of water, ... Reactants: CI, CN(C)C=O, [H-], [Na+], O, COCOc1cccc2cccc(CCCO)c12. Product: COCCCc1cccc2cccc(OCOC)c12. RXN SMILES: [CH3:21][I:22].[CH:24]([N:25]([CH3:26])[CH3:27])=[O:28].[H-:19].[Na+:20].[OH2:23].[OH:1][CH2:2][CH2:3][CH2:4][c:5]1[cH:6][cH:7][cH:8][c:9]2[cH:10][cH:11][cH:12][c:13]([O:15][CH2:16][O:17][CH3:18])[c:14]12>>[O:1]([CH2:2][CH2:3][CH2:4][c:5]1[cH:6][cH:7][cH:8][c:9]2[cH:10][cH:11][cH:12][c:13]([O:15][CH2:16][O:17][CH3:18])[c:14]12)[CH3:21]. Reactants: ClC=1C=CC2=C(C3=C(C=C(C(N3C=C2)=O)C2=CC=CC=C2)C(=O)OC)C1 (methyl 10-chloro-4-oxo-3-phenyl-4H-benzo[a]quinolizine-1-carboxylate). Reagents/catalysts: [Pd] (palladium/carbon). The solvent is C(C)(=O)OCC (ethyl acetate). The product is ClC=1C=CC2=C(C3=C(C=C(C(N3CC2)=O)C2=CC=CC=C2)C(=O)OC)C1 (methyl 10-chloro-6,7-dihydro-4-oxo-3-phenyl-4H-benzo[a]quinolizine-1-carboxylate). As a reaction SMILES: [Cl:1][C:2]1[CH:3]=[CH:4][C:5]2[CH:14]=[CH:13][N:12]3[C:7](=[C:8]([C:22]([O:24][CH3:25])=[O:23])[CH:9]=[C:10]([C:16]4[CH:21]=[CH:20][CH:19]=[CH:18][CH:17]=4)[C:11]3=[O:15])[C:6]=2[CH:26]=1>C(OCC)(=O)C.[Pd]>[Cl:1][C:2]1[CH:3]=[CH:4][C:5]2[CH2:14][CH2:13][N:12]3[C:7](=[C:8]([C:22]([O:24][CH3:25])=[O:23])[CH:9]=[C:10]([C:16]4[CH:17]=[CH:18][CH:19]=[CH:20][CH:21]=4)[C:11]3=[O:15])[C:6]=2[CH:26]=1. Reported procedure: 363 mg of methyl 10-chloro-4-oxo-3-phenyl-4H-benzo[a]quinolizine-1-carboxylate were hydrogenated at room temperature in 50 ml of ethyl acetate in the presence of 36 mg of 10 percent palladium/carbon. The catalyst was removed by filtration and the solvent was removed in vacuo. The residue was purified by chromatography on silica gel and the product was crystallized from methanol. There was obtained methyl 10-chloro-6,7-dihydro-4-oxo-3-phenyl-4H-benzo[a]quinolizine-1-carboxylate of m.p. 138°-139°. The reactants are CC(=O)O, [Fe], CCCCCCCCc1ccc(O)c([N+](=O)[O-])c1, O. Product: CCCCCCCCc1ccc(O)c(N)c1. Reaction SMILES: [CH3:19][C:20](=[O:21])[OH:22].[Fe:24].[N+:1]([O-:2])(=[O:3])[c:4]1[c:5]([OH:18])[cH:6][cH:7][c:8]([CH2:10][CH2:11][CH2:12][CH2:13][CH2:14][CH2:15][CH2:16][CH3:17])[cH:9]1.[OH2:23]>>[NH2:1][c:4]1[c:5]([OH:18])[cH:6][cH:7][c:8]([CH2:10][CH2:11][CH2:12][CH2:13][CH2:14][CH2:15][CH2:16][CH3:17])[cH:9]1. Starting materials: CC=1C(=NC=C(C1)C)CNCC1=NC=CC=C1C(C)C ((3,5-Dimethyl-pyridin-2-ylmethyl)-(3-isopropyl-pyridin-2-ylmethyl)-amine), ON1C(N(CC1)CCCC=O)=O (4-(3-Hydroxy-2-oxo-imidazolidin-1-yl)-butyraldehyde), [BH-](OC(=O)C)(OC(=O)C)OC(=O)C.[Na+] (NaBH(OAc)3). Procedure details: Using General Procedure B: Reaction of (3,5-Dimethyl-pyridin-2-ylmethyl)-(3-isopropyl-pyridin-2-ylmethyl)-amine and 4-(3-Hydroxy-2-oxo-imidazolidin-1-yl)-butyraldehyde with NaBH(OAc)3 in CH2Cl2 gave COMPOUND 153 as a colorless oil. 1H NMR (CDCl3) δ 0.98 (d, 6H, J=6.9 Hz), 1.28-1.46 (m, 4H), 2.19 (s, 3H), 2.28 (s, 3H), 2.53 (dd, 2H, J=7.2, 7.2 Hz), 2.93 (septet, 1H, J=6.9 Hz), 3.05 (t, 2H, J=7.2 Hz), 3.14 (t, 2H, J=7.2 Hz), 3.41 (t, 2H, J=7.2 Hz), 3.72 (s, 4H), 7.14 (dd, 1H, J=7.5, 4.8 Hz), 7.25 ... Yields the product CC=1C(=NC=C(C1)C)CN(CCCCN1C(N(CC1)O)=O)CC1=NC=CC=C1C(C)C (1-{4-[(3,5-Dimethyl-pyridin-2-ylmethyl)-(3-isopropyl-pyridin-2-ylmethyl)-amino]-butyl}-3-hydroxy-imidazolidin-2-one). The solvent is C(Cl)Cl (CH2Cl2). As a reaction SMILES: [CH3:1][C:2]1[C:3]([CH2:9][NH:10][CH2:11][C:12]2[C:17]([CH:18]([CH3:20])[CH3:19])=[CH:16][CH:15]=[CH:14][N:13]=2)=[N:4][CH:5]=[C:6]([CH3:8])[CH:7]=1.[OH:21][N:22]1[CH2:26][CH2:25][N:24]([CH2:27][CH2:28][CH2:29][CH:30]=O)[C:23]1=[O:32].[BH-](OC(C)=O)(OC(C)=O)OC(C)=O.[Na+]>C(Cl)Cl>[CH3:1][C:2]1[C:3]([CH2:9][N:10]([CH2:11][C:12]2[C:17]([CH:18]([CH3:20])[CH3:19])=[CH:16][CH:15]=[CH:14][N:13]=2)[CH2:30][CH2:29][CH2:28][CH2:27][N:24]2[CH2:25][CH2:26][N:22]([OH:21])[C:23]2=[O:32])=[N:4][CH:5]=[C:6]([CH3:8])[CH:7]=1 |f:2.3|.